Dataset: the Open Reaction Database (ORD), a public repository of structured organic reaction records. Task: describe an organic reaction: reactants, conditions, products, and yield Conditions: temperature 40 celsius, time 8 hour. The product is COC([C@H](CCC(C(F)(F)F)C1=CC=CC=C1)N)=O ((S)-2-Amino-6,6,6-trifluoro-5-phenyl-hexanoic acid methyl ester). Solvent: C(C)#N (acetonitrile). RXN SMILES: C([C@@H]1C(OC)=[N:8][C@@H:7]([CH2:12][CH2:13][CH:14]([C:19]2[CH:24]=[CH:23][CH:22]=[CH:21][CH:20]=2)[C:15]([F:18])([F:17])[F:16])[C:6]([O:25][CH3:26])=N1)(C)C.O.FC(F)(F)C(O)=[O:31].[Cl-].[NH4+]>C(#N)C>[CH3:26][O:25][C:6](=[O:31])[C@@H:7]([NH2:8])[CH2:12][CH2:13][CH:14]([C:19]1[CH:24]=[CH:23][CH:22]=[CH:21][CH:20]=1)[C:15]([F:18])([F:17])[F:16] |f:3.4|. Procedure details: To a solution of (2R,5S)-2-isopropyl-3,6-dimethoxy-5-(4,4,4-trifluoro-3-phenyl-butyl)-2,5-dihydro-pyrazine (1.86 g) in acetonitrile (18 ml) were added water (7 ml) and trifluoroacetic acid (3.8 ml). The mixture was stirred overnight at 40° C. Saturated ammonium chloride solution was added and the mixture was extracted with dichloromethane three times. The combined organic layers were dried (MgSO4), filtered and evaporated. The residue was purified by column chromatography (SiO2, EtOAc/MeOH=98:2 ... Reactants: C(C)(C)[C@H]1N=C([C@@H](N=C1OC)CCC(C(F)(F)F)C1=CC=CC=C1)OC ((2R,5S)-2-isopropyl-3,6-dimethoxy-5-(4,4,4-trifluoro-3-phenyl-butyl)-2,5-dihydro-pyrazine), O (water), FC(C(=O)O)(F)F (trifluoroacetic acid), [Cl-].[NH4+] (ammonium chloride). Reactants: COC1=C(C=C(C=C1\C=C\C1=CC=C(C=C1)[N+](=O)[O-])C=1C(NC=CC1)=O)C1(CC1)C (3-{4-methoxy-3-(1-methylcyclopropyl)-5-[(E)-2-(4-nitrophenyl)vinyl]phenyl}-1H-pyridin-2-one). The reagents and catalysts are [Pd] (Pd/C). The solvent is CO.CCOC(=O)C (MeOH EtOAc). The product is NC1=CC=C(C=C1)CCC=1C=C(C=C(C1OC)C1(CC1)C)C=1C(NC=CC1)=O (3-[3-[2-(4-amino-phenyl)-ethyl]-4-methoxy-5-(1-methylcyclopropyl)phenyl]-1H-pyridin-2-one). Yield: 72.5%. RXN SMILES: [CH3:1][O:2][C:3]1[C:8](/[CH:9]=[CH:10]/[C:11]2[CH:16]=[CH:15][C:14]([N+:17]([O-])=O)=[CH:13][CH:12]=2)=[CH:7][C:6]([C:20]2[C:21](=[O:26])[NH:22][CH:23]=[CH:24][CH:25]=2)=[CH:5][C:4]=1[C:27]1([CH3:30])[CH2:29][CH2:28]1>CO.CCOC(C)=O.[Pd]>[NH2:17][C:14]1[CH:15]=[CH:16][C:11]([CH2:10][CH2:9][C:8]2[CH:7]=[C:6]([C:20]3[C:21](=[O:26])[NH:22][CH:23]=[CH:24][CH:25]=3)[CH:5]=[C:4]([C:27]3([CH3:30])[CH2:29][CH2:28]3)[C:3]=2[O:2][CH3:1])=[CH:12][CH:13]=1 |f:1.2|. Procedure details: To a suspension of 136 (0.14 g, 0.35 mmol) in MeOH-EtOAc (2:1, 7.5 mL) was added 10% Pd/C (0.014 g), and the reaction mixture was stirred under a hydrogen atmosphere maintained by a balloon for 16 h. The reaction mixture was filtered through diatomaceous earth and the pad was rinsed successively with EtOAc, MeOH and DCM. The combined filtrates were concentrated under reduced pressure, and the crude residue was purified by SiO2 chromatography eluting with EtOAc/hexane to afford 0.095 g (76%) of 3... Starting materials: OC1=CC=CC=2NN=NC21 (hydroxybenzotriazole), Cl.C(C)N=C=NCCCN(C)C (N-ethyl-N′-(3-dimethylaminopropyl)-carbodiimide hydrochloride), N1=NC=C(C=C1)C(=O)O (4-pyridazine-carboxylic acid), C(C)(C)(C)C1=NC(=CC(=N1)N1CCN(CC1)CCCCN)C1CCC1 (4-[4-(2-tert-butyl-6-cyclobutyl-pyrimidin-4-yl)-piperazin-1-yl]-butylamine), C(C)(C)N(CC)C(C)C (diisopropylethylamine), OC1=CC=CC=2NN=NC21 (hydroxybenzotriazole), Cl.C(C)N=C=NCCCN(C)C (N-ethyl-N′-(3-dimethylaminopropyl)-carbodiimide hydrochloride). Solvent: ClCCl (dichloromethane), ClCCl (dichloromethane). Run at time 16 hour. Product: Cl (hydrochloride), Cl.C(C)(C)(C)C1=NC(=CC(=N1)N1CCN(CC1)CCCCNC(=O)C1=CN=NC=C1)C1CCC1 (Pyridazine-4-carboxylic acid {4-[4-(2-tert-butyl-6-cyclobutyl-pyrimidin-4-yl)-piperazin-1-yl]-butyl}-amide hydrochloride). Isolated yield 117.8%. RXN SMILES: [N:1]1[CH:6]=[CH:5][C:4]([C:7]([OH:9])=O)=[CH:3][N:2]=1.[C:10]([C:14]1[N:19]=[C:18]([N:20]2[CH2:25][CH2:24][N:23]([CH2:26][CH2:27][CH2:28][CH2:29][NH2:30])[CH2:22][CH2:21]2)[CH:17]=[C:16]([CH:31]2[CH2:34][CH2:33][CH2:32]2)[N:15]=1)([CH3:13])([CH3:12])[CH3:11].C(N(C(C)C)CC)(C)C.OC1C2N=NNC=2C=CC=1.[ClH:54].C(N=C=NCCCN(C)C)C>ClCCl>[ClH:54].[ClH:54].[C:10]([C:14]1[N:19]=[C:18]([N:20]2[CH2:21][CH2:22][N:23]([CH2:26][CH2:27][CH2:28][CH2:29][NH:30][C:7]([C:4]3[CH:5]=[CH:6][N:1]=[N:2][CH:3]=3)=[O:9])[CH2:24][CH2:25]2)[CH:17]=[C:16]([CH:31]2[CH2:34][CH2:33][CH2:32]2)[N:15]=1)([CH3:13])([CH3:11])[CH3:12] |f:4.5,8.9|. Procedure details: 0.25 g of 4-pyridazine-carboxylic acid (2.01 mmol) and 0.7 g of 4-[4-(2-tert-butyl-6-cyclobutyl-pyrimidin-4-yl)-piperazin-1-yl]-butylamine (2.01 mmol) were dissolved in 25 ml of dichloromethane. 1.04 g of diisopropylethylamine (8.04 mmol), 0.19 g of hydroxybenzotriazole (HOBt, 1.4 mmol), and 0.46 g of N-ethyl-N′-(3-dimethylaminopropyl)-carbodiimide hydrochloride (EDCl, 2.4 mmol) were added at 0° C. and the reaction mixture was stirred for 16 h at room temperature. 0.09 g of hydroxybenzotriazole ... Starting materials: C(#N)C=1C(=NC=NC1)C1=CC=C(C=C1)C (5-cyano-4-(p-tolyl)pyrimidine), BrN1C(CCC1=O)=O (N-bromosuccinimide), C(C1=CC=CC=C1)(=O)OOC(C1=CC=CC=C1)=O (benzoyl peroxide). Run in C(Cl)(Cl)(Cl)Cl (carbon tetrachloride). The product is BrCC1=CC=C(C=C1)C1=NC=NC=C1C#N (4-(4-Bromomethylphenyl)-5-cyanopyrimidine). Yield: 105.5%. As a reaction SMILES: [C:1]([C:3]1[C:4]([C:9]2[CH:14]=[CH:13][C:12]([CH3:15])=[CH:11][CH:10]=2)=[N:5][CH:6]=[N:7][CH:8]=1)#[N:2].[Br:16]N1C(=O)CCC1=O.C(OOC(=O)C1C=CC=CC=1)(=O)C1C=CC=CC=1>C(Cl)(Cl)(Cl)Cl>[Br:16][CH2:15][C:12]1[CH:13]=[CH:14][C:9]([C:4]2[C:3]([C:1]#[N:2])=[CH:8][N:7]=[CH:6][N:5]=2)=[CH:10][CH:11]=1. Procedure details: A mixture of 5-cyano-4-(p-tolyl)pyrimidine (2.5 g, 12.8 mmol), N-bromosuccinimide (2.4 g, 13.5 mmol) and benzoyl peroxide (catalytic amount) in carbon tetrachloride (100 ml) was refluxed under light radiation for 1 hour. After cooling, insoluble materials were removed and the filtrate was concentrated to dryness to afford a yellow syrup (3.7 g, 100%). The reactants are O (water), [OH-].[Li+] (Lithium hydroxide), C(C)N(C(COC1=CC=C(C=C1)CCSC1=C(C(=O)OC)C=CC=C1)=O)CC1=C(C=CC=C1)F (Methyl 2-{[2-(4-{2-[ethyl(2-fluorobenzyl)amino]-2-oxoethoxy}phenyl)ethyl]thio}-benzoate). Run in C1CCOC1 (THF). Product: C(C)N(C(COC1=CC=C(C=C1)CCSC1=C(C(=O)O)C=CC=C1)=O)CC1=C(C=CC=C1)F (2-{[2-(4-{2-[ethyl(2-fluorobenzyl)amino]-2-oxoethoxy}phenyl)ethyl]-thio}benzoic acid). Isolated yield 96.9%. RXN SMILES: [CH2:1]([N:3]([CH2:27][C:28]1[CH:33]=[CH:32][CH:31]=[CH:30][C:29]=1[F:34])[C:4](=[O:26])[CH2:5][O:6][C:7]1[CH:12]=[CH:11][C:10]([CH2:13][CH2:14][S:15][C:16]2[CH:25]=[CH:24][CH:23]=[CH:22][C:17]=2[C:18]([O:20]C)=[O:19])=[CH:9][CH:8]=1)[CH3:2].O.[OH-].[Li+]>C1COCC1>[CH2:1]([N:3]([CH2:27][C:28]1[CH:33]=[CH:32][CH:31]=[CH:30][C:29]=1[F:34])[C:4](=[O:26])[CH2:5][O:6][C:7]1[CH:8]=[CH:9][C:10]([CH2:13][CH2:14][S:15][C:16]2[CH:25]=[CH:24][CH:23]=[CH:22][C:17]=2[C:18]([OH:20])=[O:19])=[CH:11][CH:12]=1)[CH3:2] |f:2.3|. Procedure: Methyl 2-{[2-(4-{2-[ethyl(2-fluorobenzyl)amino]-2-oxoethoxy}phenyl)ethyl]thio}-benzoate was dissolved in a mixture of THF (freshly distilled)/water (2/1, 3 ml), Lithium hydroxide (0.015 g, 0.629 mmol) was added. The reaction was performed in a single node microwave oven (5 min, 150 deg). THF was removed by evaporation. Water was added (10 ml) and the basic water phase was washed with diethyl ether (2×10 ml). Addition of HCl (2 ml, 1 M, pH 1). The water phase was extracted with two portions of DC... Starting materials: FC1=C(C=C(C=C1)[C@@H](C)N[C@@H]1C[C@@H](CC1)C1=CC=C(C#N)C=C1)OC (4-[(1R,3S)-3-[[(1R)-1-(4-fluoro-3-methoxy-phenyl)ethyl]amino]cyclopentyl]benzonitrile), C[Si](C)(C)N=[N+]=[N-] (trimethylsilylazide). Solvent: C1(=CC=CC=C1)C (toluene). Run at temperature 118 celsius, time 8 hour. The product is FC1=C(C=C(C=C1)[C@@H](C)N[C@@H]1C[C@@H](CC1)C1=CC=C(C=C1)C1=NN=NN1)OC ((1S,3R)—N-[(1R)-1-(4-fluoro-3-methoxy-phenyl)ethyl]-3-[4-(1H-tetrazol-5-yl)phenyl]cyclopentanamine). As a reaction SMILES: [F:1][C:2]1[CH:7]=[CH:6][C:5]([C@H:8]([NH:10][C@H:11]2[CH2:15][CH2:14][C@@H:13]([C:16]3[CH:23]=[CH:22][C:19]([C:20]#[N:21])=[CH:18][CH:17]=3)[CH2:12]2)[CH3:9])=[CH:4][C:3]=1[O:24][CH3:25].C[Si]([N:30]=[N+:31]=[N-:32])(C)C>C1(C)C=CC=CC=1>[F:1][C:2]1[CH:7]=[CH:6][C:5]([C@H:8]([NH:10][C@H:11]2[CH2:15][CH2:14][C@@H:13]([C:16]3[CH:17]=[CH:18][C:19]([C:20]4[NH:32][N:31]=[N:30][N:21]=4)=[CH:22][CH:23]=3)[CH2:12]2)[CH3:9])=[CH:4][C:3]=1[O:24][CH3:25]. Reported procedure: 4-[(1R,3S)-3-[[(1R)-1-(4-fluoro-3-methoxy-phenyl)ethyl]amino]cyclopentyl]benzonitrile (5.1 g, 14.4 mmol) in toluene (160 ml) was treated with trimethylsilylazide (9.5 ml, 72 mmol, dropwise addition) followed by SnBu2O (717 mg, 2.88 mmol). The reaction mixture was stirred at 118° C. overnight. The precipitate was filtered off, and the filtrate was evaporated and purified by flash chromatography (gradient of 0-10%, MeOH in DCM containing 2% NEt3). The product thus obtained was precipitated from Et... The reactants are O1C(=CC=C1)C=1C=C(C(=O)OCC)C=CC1 (Ethyl 3-(2-furyl)benzoate), [H-].[Al+3].[Li+].[H-].[H-].[H-] (lithium aluminum hydride). The solvent is C(C)OCC (ethyl ether). Product: O1C(=CC=C1)C=1C=C(CO)C=CC1 (3-(2-furyl)benzyl alcohol). Yield: 83.0%. As a reaction SMILES: [O:1]1[CH:5]=[CH:4][CH:3]=[C:2]1[C:6]1[CH:7]=[C:8]([CH:14]=[CH:15][CH:16]=1)[C:9](OCC)=[O:10].[H-].[Al+3].[Li+].[H-].[H-].[H-]>C(OCC)C>[O:1]1[CH:5]=[CH:4][CH:3]=[C:2]1[C:6]1[CH:7]=[C:8]([CH:14]=[CH:15][CH:16]=1)[CH2:9][OH:10] |f:1.2.3.4.5.6|. Procedure details: Ethyl 3-(2-furyl)benzoate J. Chem. Soc., (B), 1971, 2305] was dissolved in 5 ml of anhydrous ethyl ether, and with stirring under ice cooling, 23 mg of lithium aluminum hydride was added. The mixture was stirred for 40 minutes. After the reaction, the reaction mixture was extracted by adding water and ethyl ether. The extract was worked up in a customary manner to give 170 mg (yield 83%) of 3-(2-furyl)benzyl alcohol.